This data is from the Open Reaction Database (ORD), a public repository of structured organic reaction records. The task is: describe an organic reaction: reactants, conditions, products, and yield The reactants are ClCC=1C(=NC=CC1)SC1CCCC1 (3-Chloromethyl-2-cyclopentylsulfanyl-pyridine), C(C)OC(=O)C1C(C1)C1=CC(=C(C(=C1)F)O)F (2-(3,5-difluoro-4-hydroxy-phenyl)-cyclopropane carboxylic acid ethyl ester). Yields the product C1(CCCC1)SC1=NC=CC=C1COC1=C(C=C(C=C1F)C1C(C1)C(=O)O)F (2-[4-(2-cyclopentylsulfanyl-pyridin-3-ylmethoxy)-3,5-difluoro-phenyl]-cyclopropane carboxylic acid). Yield: 102.4%. Reaction SMILES: Cl[CH2:2][C:3]1[C:4]([S:9][CH:10]2[CH2:14][CH2:13][CH2:12][CH2:11]2)=[N:5][CH:6]=[CH:7][CH:8]=1.C([O:17][C:18]([CH:20]1[CH2:22][CH:21]1[C:23]1[CH:28]=[C:27]([F:29])[C:26]([OH:30])=[C:25]([F:31])[CH:24]=1)=[O:19])C>>[CH:10]1([S:9][C:4]2[C:3]([CH2:2][O:30][C:26]3[C:25]([F:31])=[CH:24][C:23]([CH:21]4[CH2:22][CH:20]4[C:18]([OH:19])=[O:17])=[CH:28][C:27]=3[F:29])=[CH:8][CH:7]=[CH:6][N:5]=2)[CH2:14][CH2:13][CH2:12][CH2:11]1. Reported procedure: 3-Chloromethyl-2-cyclopentylsulfanyl-pyridine (0.030 g, 0.13 mmol) obtained in Step C of Preparation Example 8 and 2-(3,5-difluoro-4-hydroxy-phenyl)-cyclopropane carboxylic acid ethyl ester (0.032 g, 0.13 mmol) obtained in Step B of Preparation Example 31 were used to react sequentially in the same manner as in Steps A and B of Example 1 to obtain the title compound (0.054 g, 99%).